Dataset: the Open Reaction Database (ORD), a public repository of structured organic reaction records. Task: describe an organic reaction: reactants, conditions, products, and yield The reactants are FC=1C=C(C2=C(C=CO2)C1)Br (5-fluoro-7-bromobenzofuran), C(C)(C)(C)OC(=O)[N@@]1C(C1)C ((S)-(+)-N-tert-butoxycarbonyl-2-methylaziridine). Product: C(C)(C)(C)OC(=O)N[C@H](CC1=CC(=CC=2C=COC21)F)C ((S)-N-tert-butoxycarbonyl 1-(5-fluorobenzofur-7-yl)-2-aminopropane). Isolated yield 45.5%. Reaction SMILES: [F:1][C:2]1[CH:3]=[C:4](Br)[C:5]2[O:9][CH:8]=[CH:7][C:6]=2[CH:10]=1.[C:12]([O:16][C:17]([N@:19]1[CH2:21][CH:20]1[CH3:22])=[O:18])([CH3:15])([CH3:14])[CH3:13]>>[C:12]([O:16][C:17]([NH:19][C@@H:20]([CH3:22])[CH2:21][C:4]1[C:5]2[O:9][CH:8]=[CH:7][C:6]=2[CH:10]=[C:2]([F:1])[CH:3]=1)=[O:18])([CH3:15])([CH3:14])[CH3:13]. Reported procedure: Beginning with 0.94 gm (4.4 mMol) 5-fluoro-7-bromobenzofuran and 0.63 mg (4 mMol) (S)-(+)-N-tert-butoxycarbonyl-2-methylaziridine, 0.534 gm (46%) of the desired compound were prepared essentially as described in Example 10. As a reaction SMILES: [Al+3:29].[H-:28].[H-:31].[H-:32].[H-:33].[Li+:30].[NH:1]([C:2](=[O:3])[CH3:4])[c:5]1[cH:6][cH:7][c:8]([CH2:9][CH2:10][N:11]2[CH2:12][CH2:13][CH:14]([N:17]3[CH2:18][CH2:19][c:20]4[cH:21][cH:22][cH:23][cH:24][c:25]43)[CH2:15][CH2:16]2)[cH:26][cH:27]1.[O:35]1[CH2:36][CH2:37][CH2:38][CH2:39]1.[OH2:34]>>[NH:1]([CH2:2][CH3:4])[c:5]1[cH:6][cH:7][c:8]([CH2:9][CH2:10][N:11]2[CH2:12][CH2:13][CH:14]([N:17]3[CH2:18][CH2:19][c:20]4[cH:21][cH:22][cH:23][cH:24][c:25]43)[CH2:15][CH2:16]2)[cH:26][cH:27]1. The reactants are [Al+3], [H-], [H-], [H-], [H-], [Li+], CC(=O)Nc1ccc(CCN2CCC(N3CCc4ccccc43)CC2)cc1, C1CCOC1, O. Yields the product CCNc1ccc(CCN2CCC(N3CCc4ccccc43)CC2)cc1. Starting materials: O1C2C1CCCCCCCCCC2 (epoxycyclododecane), molecular oxygen, [B] (boron), molecular oxygen, O=O (oxygen), C1(CCCCCCCCCCC1)=O (cyclododecanone), C1CCCCCCCCCCC1 (cyclododecane), C1CCCCCCCCCCC1 (cyclododecane). The product is C1(CCCCCCCCCCC1)O (cyclododecanol), C1(CCCCCCCCCCC1)=O (cyclododecanone). As a reaction SMILES: [C:1]1(=[O:13])[CH2:12][CH2:11][CH2:10][CH2:9][CH2:8][CH2:7][CH2:6][CH2:5][CH2:4][CH2:3][CH2:2]1.C1CCCCCCCCCCC1.[O:26]1[CH:28]2[CH2:29][CH2:30][CH2:31][CH2:32][CH2:33][CH2:34][CH2:35][CH2:36][CH2:37][CH2:38][CH:27]12.O=O.[B]>>[CH:1]1([OH:13])[CH2:12][CH2:11][CH2:10][CH2:9][CH2:8][CH2:7][CH2:6][CH2:5][CH2:4][CH2:3][CH2:2]1.[C:27]1(=[O:26])[CH2:38][CH2:37][CH2:36][CH2:35][CH2:34][CH2:33][CH2:32][CH2:31][CH2:30][CH2:29][CH2:28]1. Reported procedure: The starting cyclododecanone material usable for the process of the present invention can be prepared by oxidizing cyclododecane with a molecular oxygen-containing gas or by isomerizing epoxycyclododecane. In the oxidation method, cyclododecane is oxidized with oxygen gas or a molecular oxygen-containing gas in the presence of a boron compound to provide a reaction product mixture comprising cyclododecanol and cyclododecanone, the reaction product mixture is hydrolysed, the boron compound is rem... Reactants: CCNC(=O)c1ccc(OCC(=O)c2ccc3c(c2)C(C)(C)CCC3(C)C)cc1O, CCCCCC. Product: CCNC(=O)c1ccc(OCC(O)c2ccc3c(c2)C(C)(C)CCC3(C)C)cc1O. As a reaction SMILES: [CH2:1]([CH3:2])[NH:3][C:4]([c:5]1[c:6]([OH:29])[cH:7][c:8]([O:11][CH2:12][C:13](=[O:14])[c:15]2[cH:16][c:17]3[c:22]([cH:23][cH:24]2)[C:21]([CH3:25])([CH3:26])[CH2:20][CH2:19][C:18]3([CH3:27])[CH3:28])[cH:9][cH:10]1)=[O:30].[CH3:31][CH2:32][CH2:33][CH2:34][CH2:35][CH3:36]>>[CH2:1]([CH3:2])[NH:3][C:4]([c:5]1[c:6]([OH:29])[cH:7][c:8]([O:11][CH2:12][CH:13]([OH:14])[c:15]2[cH:16][c:17]3[c:22]([cH:23][cH:24]2)[C:21]([CH3:25])([CH3:26])[CH2:20][CH2:19][C:18]3([CH3:27])[CH3:28])[cH:9][cH:10]1)=[O:30]. Reactants: O (Water), C(C)(=O)OCC (ethyl acetate), ClC1=C(C(=NC=2N1N=C(C2C2=C(C=C(C=C2C)C)C)C)C)CCCl (7-chloro-6-(2-chloroethyl)-3-mesityl-2,5-dimethylpyrazolo[1,5-a]pyrimidine), NC(CC)CC (3-aminopentane), NC(CC)CC (3-Aminopentane). Solvent: C(C)C(=O)C (methyl ethyl ketone). The product is Cl.C(C)C(CC)N1CCC=2C(=NC=3N(C21)N=C(C3C3=C(C=C(C=C3C)C)C)C)C (8-(1-Ethylpropyl)-3-mesityl-2,5-dimethyl-7,8-dihydro-6H-pyrazolo[1,5-a]pyrrolo[3,2-e]pyrimidine hydrochloride). As a reaction SMILES: [Cl:1][C:2]1[N:7]2[N:8]=[C:9]([CH3:20])[C:10]([C:11]3[C:16]([CH3:17])=[CH:15][C:14]([CH3:18])=[CH:13][C:12]=3[CH3:19])=[C:6]2[N:5]=[C:4]([CH3:21])[C:3]=1[CH2:22][CH2:23]Cl.[NH2:25][CH:26]([CH2:29][CH3:30])[CH2:27][CH3:28].O.C(OCC)(=O)C>C(C(C)=O)C>[ClH:1].[CH2:27]([CH:26]([N:25]1[C:2]2[N:7]3[N:8]=[C:9]([CH3:20])[C:10]([C:11]4[C:16]([CH3:17])=[CH:15][C:14]([CH3:18])=[CH:13][C:12]=4[CH3:19])=[C:6]3[N:5]=[C:4]([CH3:21])[C:3]=2[CH2:22][CH2:23]1)[CH2:29][CH3:30])[CH3:28] |f:5.6|. Procedure: A solution of 7-chloro-6-(2-chloroethyl)-3-mesityl-2,5-dimethylpyrazolo[1,5-a]pyrimidine (1.5 g, 4.14 mmol) and 3-aminopentane (3 mL) in methyl ethyl ketone (15 mL) was heated under reflux for one hour. 3-Aminopentane (6 mL) was added thereto, followed by heating under reflux for further 4.5 hours. Water was added to the reaction mixture, followed by extcarting with ethyl acetate, The organic layer was washed with brine, dried over anhydrous magnesium sulfate and evaporated. The residue was puri... Reactants: FC(S(=O)(=O)OC1=CC=C2C(CNCC2=C1)C1=CC(=C(C=C1)Cl)Cl)(F)F (4-(3,4-dichlorophenyl)-1,2,3,4-tetrahydroisoquinolin-7-yl trifluoromethanesulfonate), CC1=NOC(=C1B(O)O)C (3,5-dimethylisoxazol-4-ylboronic acid), C([O-])([O-])=O.[Cs+].[Cs+] (cesium carbonate). The reagents and catalysts are C1=CC=C(C=C1)P([C-]2C=CC=C2)C3=CC=CC=C3.C1=CC=C(C=C1)P([C-]2C=CC=C2)C3=CC=CC=C3.Cl[Pd]Cl.[Fe+2] (dichloro[1,1′-bis(diphenylphosphino)ferrocene]palladium(II)). Solvent: CN(C=O)C (N,N-dimethylformamide), O (water). The product is ClC=1C=C(C=CC1Cl)C1CNCC2=CC(=CC=C12)C=1C(=NOC1C)C (4-(4-(3,4-dichlorophenyl)-1,2,3,4-tetrahydroisoquinolin-7-yl)-3,5-dimethylisoxazole). Yield: 48.0%. Reaction SMILES: FC(F)(F)S(O[C:7]1[CH:16]=[C:15]2[C:10]([CH:11]([C:17]3[CH:22]=[CH:21][C:20]([Cl:23])=[C:19]([Cl:24])[CH:18]=3)[CH2:12][NH:13][CH2:14]2)=[CH:9][CH:8]=1)(=O)=O.[CH3:27][C:28]1[C:32](B(O)O)=[C:31]([CH3:36])[O:30][N:29]=1.C(=O)([O-])[O-].[Cs+].[Cs+]>CN(C)C=O.O.C1C=CC(P(C2C=CC=CC=2)[C-]2C=CC=C2)=CC=1.C1C=CC(P(C2C=CC=CC=2)[C-]2C=CC=C2)=CC=1.Cl[Pd]Cl.[Fe+2]>[Cl:24][C:19]1[CH:18]=[C:17]([CH:11]2[C:10]3[C:15](=[CH:16][C:7]([C:32]4[C:28]([CH3:27])=[N:29][O:30][C:31]=4[CH3:36])=[CH:8][CH:9]=3)[CH2:14][NH:13][CH2:12]2)[CH:22]=[CH:21][C:20]=1[Cl:23] |f:2.3.4,7.8.9.10|. Procedure details: Following the procedure in Example 24, 4-(3,4-dichlorophenyl)-1,2,3,4-tetrahydroisoquinolin-7-yl trifluoromethanesulfonate (225 mg, 0.53 mmol), 3,5-dimethylisoxazol-4-ylboronic acid (114 mg, 0.8 mmol), cesium carbonate (521 mg, 1.6 mmol) and dichloro[1,1′-bis(diphenylphosphino)ferrocene]palladium(II) (22 mg, 0.03 mmol) in N,N-dimethylformamide (4 mL) and water (2 mL) gave 4-(4-(3,4-dichlorophenyl)-1,2,3,4-tetrahydroisoquinolin-7-yl)-3,5-dimethylisoxazole (95 mg, 48%) as a brown oil: 1H NMR (CD3O... The reactants are [OH-].[Na+] (sodium hydroxide), [H][H] (hydrogen), [N+](=O)([O-])C1=C2C(C=CC(C2=CC=C1)=O)=O (5-nitro-1,4-naphthoquinone), C=CC=C (1,3-butadiene). Reagents/catalysts: [Pd] (palladium on carbon). The solvent is COCCO (methyl cellosolve). Run at temperature 80 celsius. The product is NC1=CC=CC=2C(C3=CC=CC=C3C(C12)=O)=O (1-aminoanthraquinone). As a reaction SMILES: [N+:1]([C:4]1[CH:13]=[CH:12][CH:11]=[C:10]2[C:5]=1[C:6](=[O:15])[CH:7]=[CH:8][C:9]2=[O:14])([O-])=O.[CH2:16]=[CH:17][CH:18]=[CH2:19].[OH-].[Na+].[H][H]>[Pd].COCCO>[NH2:1][C:4]1[C:5]2[C:6](=[O:15])[C:7]3[C:8](=[CH:16][CH:17]=[CH:18][CH:19]=3)[C:9](=[O:14])[C:10]=2[CH:11]=[CH:12][CH:13]=1 |f:2.3|. Procedure details: 6.1 Grams of 5-nitro-1,4-naphthoquinone, 140 grams of methyl cellosolve 2.4 grams of 1,3-butadiene were introduced into an autoclave, heated up to 80° C. and reacted for 2.5 hours. After the reaction solution was allowed to cool, 0.06 gram of a 5% palladium on carbon catalyst and 6 grams of a 20% aqueous sodium hydroxide solution were added to the solution, into which was fed hydrogen at room temperature under normal pressure with agitation to absorb hydrogen in the 5-nitro-1,4-naphthoquinone in... The reactants are C1CCOC1, O=C(Cl)c1ccc(I)cc1, CC(N)(C#N)Cn1nc2c(Cl)cc(Cl)c(Cl)c2n1. Yields the product CC(C#N)(Cn1nc2c(Cl)cc(Cl)c(Cl)c2n1)NC(=O)c1ccc(I)cc1. RXN SMILES: [CH2:29]1[O:30][CH2:31][CH2:32][CH2:33]1.[I:1][c:2]1[cH:3][cH:4][c:5]([C:6](=[O:7])[Cl:8])[cH:9][cH:10]1.[NH2:11][C:12]([C:13]#[N:14])([CH2:15][n:16]1[n:17][c:18]2[c:19]([n:20]1)[c:21]([Cl:27])[cH:22][c:23]([Cl:26])[c:24]2[Cl:25])[CH3:28]>>[I:1][c:2]1[cH:3][cH:4][c:5]([C:6](=[O:7])[NH:11][C:12]([C:13]#[N:14])([CH2:15][n:16]2[n:17][c:18]3[c:19]([n:20]2)[c:21]([Cl:27])[cH:22][c:23]([Cl:26])[c:24]3[Cl:25])[CH3:28])[cH:9][cH:10]1.